The task is: describe an organic reaction: reactants, conditions, products, and yield. This data is from the Open Reaction Database (ORD), a public repository of structured organic reaction records. The reactants are C(C1=CC=CC=C1)(=O)N[C@H](CCC(=O)O)C(=O)O.[C@@H]1(CCCC2=CC=CC=C12)N ((S)-1,2,3,4-tetrahydro-1-naphthylamine N-benzoyl-(R)-glutamic acid salt), [OH-].[Na+] (sodium hydroxide). Run in O (water), O (water). The product is [C@@H]1(CCCC2=CC=CC=C12)N ((S)-(+)-1,2,3,4,-Tetrahydro-1-naphthylamine). RXN SMILES: C(N[C@@H](C(O)=O)CCC(O)=O)(=O)C1C=CC=CC=1.[C@@H:19]1([NH2:29])[C:28]2[C:23](=[CH:24][CH:25]=[CH:26][CH:27]=2)[CH2:22][CH2:21][CH2:20]1.[OH-].[Na+]>O>[C@@H:19]1([NH2:29])[C:28]2[C:23](=[CH:24][CH:25]=[CH:26][CH:27]=2)[CH2:22][CH2:21][CH2:20]1 |f:0.1,2.3|. Procedure: A slurry of 130.3 grams (0.36 mole) of (S)-1,2,3,4-tetrahydro-1-naphthylamine N-benzoyl-(R)-glutamic acid salt in ice and water is made basic by the addition of a cold solution of 34.0 grams (0.847 mole) of sodium hydroxide in water. The liberated amine is extracted with ether. The ether solution is dried over a mixture of magnesium sulfate and sodium hydroxide pellets. The ether is evaporated, and the amine distilled to give the product boiling point 72°C. to 77°C. at 0.6 mm, [α]D25 + 54.9° (c ... Starting materials: CN(C1=CC=C(CNS(=O)(=O)C2=CC=C(C=C2)[N+](=O)[O-])C=C1)C (N-(4-dimethylamino-benzyl)-4-nitro-benzenesulfonamide). The reagents and catalysts are [Pd] (Pd/C). Solvent: CO (MeOH). Conditions: time 8 hour. The product is NC1=CC=C(C=C1)S(=O)(=O)NCC1=CC=C(C=C1)N(C)C (4-Amino-N-(4-dimethylamino-benzyl)-benzenesulfonamide). As a reaction SMILES: [CH3:1][N:2]([CH3:23])[C:3]1[CH:22]=[CH:21][C:6]([CH2:7][NH:8][S:9]([C:12]2[CH:17]=[CH:16][C:15]([N+:18]([O-])=O)=[CH:14][CH:13]=2)(=[O:11])=[O:10])=[CH:5][CH:4]=1>CO.[Pd]>[NH2:18][C:15]1[CH:14]=[CH:13][C:12]([S:9]([NH:8][CH2:7][C:6]2[CH:21]=[CH:22][C:3]([N:2]([CH3:23])[CH3:1])=[CH:4][CH:5]=2)(=[O:10])=[O:11])=[CH:17][CH:16]=1. Procedure: To a solution of N-(4-dimethylamino-benzyl)-4-nitro-benzenesulfonamide (472 mg, 1.409 mmol), prepared as described in D.1, in MeOH (10 ml) under nitrogen was added Pd/C 10% (74.92 mg, 0.007 mmol). The system was purged with hydrogen and let stirred overnight under an atmosphere of hydrogen. After filtration through a celite plug, the solvent is removed under reduced pressure to yield the title compound, which is used as such for the next step. Run in C1CCOC1 (THF). The reactants are C(C)NC(=O)C1CCN(CC1)CC1=CC=CC=C1 (N-Ethyl-1-benzyl-4-piperidinyl carboxamide), [H-].[Al+3].[Li+].[H-].[H-].[H-] (Lithium aluminum hydride). As a reaction SMILES: [CH2:1]([NH:3][C:4]([CH:6]1[CH2:11][CH2:10][N:9]([CH2:12][C:13]2[CH:18]=[CH:17][CH:16]=[CH:15][CH:14]=2)[CH2:8][CH2:7]1)=O)[CH3:2].[H-].[Al+3].[Li+].[H-].[H-].[H-]>C1COCC1>[CH2:12]([N:9]1[CH2:10][CH2:11][CH:6]([CH2:4][NH:3][CH2:1][CH3:2])[CH2:7][CH2:8]1)[C:13]1[CH:18]=[CH:17][CH:16]=[CH:15][CH:14]=1 |f:1.2.3.4.5.6|. Procedure details: N-Ethyl-1-benzyl-4-piperidinyl carboxamide (EXAMPLE 174, 8.03 g, 32.60 mmol) is dissolved in THF and cooled to 0°. Lithium aluminum hydride (1M in THF) is added dropwise. The solution is refluxed 4.5 hr, then quenched at 0° by adding 1.24 ml water, 1.24 ml 15% aqueous sodium hydride, and 3.71 ml water. Filtration through a pad of diatomaceous earth and sodium sulfate and then evaporation of the solvent gives the title compound; NMR (300 MHz, CDCl3) 7.14, 3.32, 2.73, 2.50, 2.35, 1.79, 1.55, 1.34,... Product: C(C1=CC=CC=C1)N1CCC(CC1)CNCC (1-Benzyl-4-[N-ethylamino]methylpiperidine). As a reaction SMILES: [F:1][CH:2]([C:7]([O:9]C)=O)[C:3](OC)=[O:4].Cl.[NH2:12][C:13]([NH2:15])=[NH:14]>>[OH:9][C:7]1[C:2]([F:1])=[C:3]([OH:4])[N:14]=[C:13]([NH2:15])[N:12]=1 |f:1.2|. Procedure details: Commercially available dimethyl fluoromalonate (1) (or the diethyl ester) is condensed with guanidine hydrochloride (2) to yield 4,6-dihydroxy-5-fluoro-2-pyrimidineamine (3). This product (3) was converted to the dichloride (4) with POCl3 /2-picoline. Introduction of the 4-amino group was carried out undersealed tube conditions to give (5). Oxidation of (5) with MCPBA formed the N-oxide (6) which was smoothly converted to the 5-fluoro minoxidil with piperidine in refluxing ethanol. Starting materials: FC(C(=O)OC)C(=O)OC (dimethyl fluoromalonate), diethyl ester, Cl.NC(=N)N (guanidine hydrochloride). The product is OC1=NC(=NC(=C1F)O)N (4,6-dihydroxy-5-fluoro-2-pyrimidineamine). Yields the product N#Cc1ccc(Cl)cc1Oc1ccc(C=O)c2ccccc12. Reaction SMILES: [C:24](=[O:25])([O-:26])[O-:27].[Cl:1][c:2]1[cH:3][c:4]([F:10])[c:5]([C:6]#[N:7])[cH:8][cH:9]1.[Cs+:28].[Cs+:29].[O:31]=[CH:32][N:33]([CH3:34])[CH3:35].[OH2:30].[OH:11][c:12]1[cH:13][cH:14][c:15]([CH:22]=[O:23])[c:16]2[cH:17][cH:18][cH:19][cH:20][c:21]12>>[Cl:1][c:2]1[cH:3][c:4]([O:11][c:12]2[cH:13][cH:14][c:15]([CH:22]=[O:23])[c:16]3[cH:17][cH:18][cH:19][cH:20][c:21]23)[c:5]([C:6]#[N:7])[cH:8][cH:9]1. The reactants are O=C([O-])[O-], N#Cc1ccc(Cl)cc1F, [Cs+], [Cs+], CN(C)C=O, O, O=Cc1ccc(O)c2ccccc12.